The task is: describe an organic reaction: reactants, conditions, products, and yield. This data is from the Open Reaction Database (ORD), a public repository of structured organic reaction records. Starting materials: BrC1=C2C=NN(C2=CC=C1)CCC(C(=O)OCC)(C)C (ethyl 4-(4-bromo-1H-indazol-1-yl)-2,2-dimethylbutanoate), CN(C)C=O (DMF). Reagents/catalysts: [C-]#N.[C-]#N.[Zn+2] (Zn(CN)2), C=1C=CC(=CC1)[P](C=2C=CC=CC2)(C=3C=CC=CC3)[Pd]([P](C=4C=CC=CC4)(C=5C=CC=CC5)C=6C=CC=CC6)([P](C=7C=CC=CC7)(C=8C=CC=CC8)C=9C=CC=CC9)[P](C=1C=CC=CC1)(C=1C=CC=CC1)C=1C=CC=CC1 (Pd(PPh3)4). The solvent is CCOC(=O)C (AcOEt). Conditions: temperature 100 celsius. Product: C(#N)C1=C2C=NN(C2=CC=C1)CCC(C(=O)OCC)(C)C (Ethyl 4-(4-cyano-1H-indazol-1-yl)-2,2-dimethylbutanoate). The yield is 36.0%. Reaction SMILES: Br[C:2]1[CH:10]=[CH:9][CH:8]=[C:7]2[C:3]=1[CH:4]=[N:5][N:6]2[CH2:11][CH2:12][C:13]([CH3:20])([CH3:19])[C:14]([O:16][CH2:17][CH3:18])=[O:15].[CH3:21][N:22](C=O)C>CCOC(C)=O.[C-]#N.[C-]#N.[Zn+2].C1C=CC([P]([Pd]([P](C2C=CC=CC=2)(C2C=CC=CC=2)C2C=CC=CC=2)([P](C2C=CC=CC=2)(C2C=CC=CC=2)C2C=CC=CC=2)[P](C2C=CC=CC=2)(C2C=CC=CC=2)C2C=CC=CC=2)(C2C=CC=CC=2)C2C=CC=CC=2)=CC=1>[C:21]([C:2]1[CH:10]=[CH:9][CH:8]=[C:7]2[C:3]=1[CH:4]=[N:5][N:6]2[CH2:11][CH2:12][C:13]([CH3:20])([CH3:19])[C:14]([O:16][CH2:17][CH3:18])=[O:15])#[N:22] |f:3.4.5,^1:40,42,61,80|. Procedure details: To a solution of ethyl 4-(4-bromo-1H-indazol-1-yl)-2,2-dimethylbutanoate (D112) (600 mg, 1.77 mmol) and Zn(CN)2 (207 mg, 1.77 mmol) in DMF (5 ml) at room temperature was added Pd(PPh3)4 (204 mg, 0.18 mmol) and the resulting mixture was stirred at 100° C. over the weekend, heated for a further 5 hours and then cooled to room temperature and diluted with AcOEt. The organic phase was filtered through celite and washed with water then brine, dried and concentrated in vacuo. Purification of the resid... Starting materials: CN1CCNCC1, CN1CCCC1=O, Cc1cc(Nc2cc3cc(OS(=O)(=O)C(F)(F)F)ccc3c(OC(C)C)n2)n[nH]1. Product: Cc1cc(Nc2cc3cc(N4CCN(C)CC4)ccc3c(OC(C)C)n2)n[nH]1. As a reaction SMILES: [CH3:30][N:31]1[CH2:32][CH2:33][NH:34][CH2:35][CH2:36]1.[CH3:37][N:38]1[CH2:39][CH2:40][CH2:41][C:42]1=[O:43].[CH:1]([CH3:2])([CH3:3])[O:4][c:5]1[n:6][c:7]([NH:23][c:24]2[n:25][nH:26][c:27]([CH3:29])[cH:28]2)[cH:8][c:9]2[cH:10][c:11]([O:15][S:16]([C:17]([F:18])([F:19])[F:20])(=[O:21])=[O:22])[cH:12][cH:13][c:14]12>>[CH:1]([CH3:2])([CH3:3])[O:4][c:5]1[n:6][c:7]([NH:23][c:24]2[n:25][nH:26][c:27]([CH3:29])[cH:28]2)[cH:8][c:9]2[cH:10][c:11]([N:34]3[CH2:33][CH2:32][N:31]([CH3:30])[CH2:36][CH2:35]3)[cH:12][cH:13][c:14]12.